This data is from the Open Reaction Database (ORD), a public repository of structured organic reaction records. The task is: describe an organic reaction: reactants, conditions, products, and yield Reactants: Br (HBr), ClC1=C(C=CC(=C1)NC1=C(C=CC=C1)COCCO)C(=O)C1=C(C=CC=C1)C ([2-Chloro-4-({2-[(hydroxyethoxy)methyl]phenyl}amino)phenyl](2-methylphenyl)methanone), [OH-].[Na+] (NaOH). The solvent is CS(=O)C (DMSO). Conditions: time 5 day. Product: BrC1=CC(=C(C=C1)NC1=CC(=C(C=C1)C(=O)C1=C(C=CC=C1)C)Cl)COCCO ([4-({4-Bromo-2-[(2-hydroxyethoxy)methyl]phenyl}amino)-2-chlorophenyl](2-methylphenyl)methanone). Reaction SMILES: [Cl:1][C:2]1[CH:7]=[C:6]([NH:8][C:9]2[CH:14]=[CH:13][CH:12]=[CH:11][C:10]=2[CH2:15][O:16][CH2:17][CH2:18][OH:19])[CH:5]=[CH:4][C:3]=1[C:20]([C:22]1[CH:27]=[CH:26][CH:25]=[CH:24][C:23]=1[CH3:28])=[O:21].[BrH:29].[OH-].[Na+]>CS(C)=O>[Br:29][C:12]1[CH:13]=[CH:14][C:9]([NH:8][C:6]2[CH:5]=[CH:4][C:3]([C:20]([C:22]3[CH:27]=[CH:26][CH:25]=[CH:24][C:23]=3[CH3:28])=[O:21])=[C:2]([Cl:1])[CH:7]=2)=[C:10]([CH2:15][O:16][CH2:17][CH2:18][OH:19])[CH:11]=1 |f:2.3|. Reported procedure: Compound 156 (3.8 g, 9.6 mmol) was dissolved in DMSO (115 mL). The solution was cooled on an ice bath and 48% aqueous HBr (32 mL, 285 mmol) was added slowly. The solution was stirred in a closed vessel at room temperature for 5 days. The reaction mixture was cooled on an ice bath and 27% aqueous NaOH (30 mL) was added to give a basic solution. The water phase was extracted three times with EtOAc, the combined organic phases were washed with brine, dried (MgSO4), filtered and evaporated in vacuo.... Starting materials: [Al+3], C1CCOC1, CCOC(=O)c1cnc(Nc2nc(C)cs2)cc1Oc1cccc2ccccc12, [H-], [H-], [H-], [H-], [Li+]. Yields the product Cc1csc(Nc2cc(Oc3cccc4ccccc34)c(CO)cn2)n1. As a reaction SMILES: [Al+3:31].[CH2:36]1[O:37][CH2:38][CH2:39][CH2:40]1.[CH3:1][c:2]1[n:3][c:4]([NH:7][c:8]2[n:9][cH:10][c:11]([C:12](=[O:13])[O:14][CH2:15][CH3:16])[c:17]([O:19][c:20]3[cH:21][cH:22][cH:23][c:24]4[cH:25][cH:26][cH:27][cH:28][c:29]34)[cH:18]2)[s:5][cH:6]1.[H-:30].[H-:33].[H-:34].[H-:35].[Li+:32]>>[CH3:1][c:2]1[n:3][c:4]([NH:7][c:8]2[n:9][cH:10][c:11]([CH2:12][OH:13])[c:17]([O:19][c:20]3[cH:21][cH:22][cH:23][c:24]4[cH:25][cH:26][cH:27][cH:28][c:29]34)[cH:18]2)[s:5][cH:6]1.